The task is: describe an organic reaction: reactants, conditions, products, and yield. This data is from the Open Reaction Database (ORD), a public repository of structured organic reaction records. Starting materials: C(C)(=O)OCOC(C(CC1=CC(=C(C=C1)O)O)(C)NN)=O (3-(3,4-Dihydroxyphenyl)-2-hydrazino-2-methyl-propionic acid acetoxymethyl ester), BrC1OC(=O)C2=CC=CC=C12 (bromophthalide). The product is O=C1OC(C2=CC=CC=C12)OC(C(CC1=CC(=C(C=C1)O)O)(C)NN)=O (3-(3,4-Dihydroxy-phenyl)-2-hydrazino-2-methyl-propionic acid 3-oxo-1,3-dihydro-isobenzofuran-1-yl ester). Reaction SMILES: [C:1]([O:4][CH2:5][O:6][C:7](=[O:21])[C:8]([NH:19][NH2:20])([CH3:18])[CH2:9][C:10]1[CH:15]=[CH:14][C:13]([OH:16])=[C:12]([OH:17])[CH:11]=1)(=[O:3])[CH3:2].BrC1[C:32]2[C:27](=[CH:28][CH:29]=C[CH:31]=2)C(=O)O1>>[O:3]=[C:1]1[C:2]2[C:29](=[CH:28][CH:27]=[CH:32][CH:31]=2)[CH:5]([O:6][C:7](=[O:21])[C:8]([NH:19][NH2:20])([CH3:18])[CH2:9][C:10]2[CH:15]=[CH:14][C:13]([OH:16])=[C:12]([OH:17])[CH:11]=2)[O:4]1. Procedure: Following the procedure for preparation of compound 104, and substituting bromomethyl acetate with bromophthalide, provided the title compound 122 as a mixture of diastereomers. MS (ESI) m/z 359.03 (M+H+). Starting materials: CC1CCCN1CCc1ccc(NC(=O)C(C)(C)C)c(C=O)c1, ClCCl, Cl, [Na+], [OH-]. Product: CC1CCCN1CCc1ccc(N)c(C=O)c1. RXN SMILES: [CH:1](=[O:2])[c:3]1[c:4]([NH:17][C:18](=[O:19])[C:20]([CH3:21])([CH3:22])[CH3:23])[cH:5][cH:6][c:7]([CH2:9][CH2:10][N:11]2[CH:12]([CH3:16])[CH2:13][CH2:14][CH2:15]2)[cH:8]1.[Cl:26][CH2:27][Cl:28].[ClH:29].[Na+:25].[OH-:24]>>[CH:1](=[O:2])[c:3]1[c:4]([NH2:17])[cH:5][cH:6][c:7]([CH2:9][CH2:10][N:11]2[CH:12]([CH3:16])[CH2:13][CH2:14][CH2:15]2)[cH:8]1. Reactants: N1C=NC=C1 (Imidazole), [H-].[Na+] (sodium hydride), C(C1=CC=CC=C1)N1N=CC2=CC(=CC=C12)NC=1C2=C(N=CN1)C=NC(=C2)Cl ((1-Benzyl-1H-indazol-5-yl)-(6-chloro-pyrido[3,4-d]pyrimidin-4-yl)-amine). Solvent: CS(=O)C (DMSO). Conditions: temperature 120 celsius, time 7 day. The product is C(C1=CC=CC=C1)N1N=CC2=CC(=CC=C12)NC=1C2=C(N=CN1)C=NC(=C2)N2C=NC=C2 ((1-Benzyl-1H-indazol-5-yl)-(6-imidazol-1-yl-pyrido[3,4-d]pyrimidin-4-yl)-amine). Reaction SMILES: [NH:1]1[CH:5]=[CH:4][N:3]=[CH:2]1.[H-].[Na+].[CH2:8]([N:15]1[C:23]2[C:18](=[CH:19][C:20]([NH:24][C:25]3[C:26]4[CH:34]=[C:33](Cl)[N:32]=[CH:31][C:27]=4[N:28]=[CH:29][N:30]=3)=[CH:21][CH:22]=2)[CH:17]=[N:16]1)[C:9]1[CH:14]=[CH:13][CH:12]=[CH:11][CH:10]=1>CS(C)=O>[CH2:8]([N:15]1[C:23]2[C:18](=[CH:19][C:20]([NH:24][C:25]3[C:26]4[CH:34]=[C:33]([N:1]5[CH:5]=[CH:4][N:3]=[CH:2]5)[N:32]=[CH:31][C:27]=4[N:28]=[CH:29][N:30]=3)=[CH:21][CH:22]=2)[CH:17]=[N:16]1)[C:9]1[CH:10]=[CH:11][CH:12]=[CH:13][CH:14]=1 |f:1.2|. Procedure details: Imidazole (0.8 g) in dry DMSO was treated with sodium hydride (60%, 0.47 g) and (1-Benzyl-1H-indazol-5-yl)-(6-chloro-pyrido[3,4-d]pyrimidin-4-yl)-amine in a reacti-vial and heated at 120° C. After 7 days, the mixture was poured onto water and extracted with ethyl acetate. Purification using a Bond Elute™ cartridge gave the title compound as a brown solid after trituration from water; δH [2H6]DMSO 10.28(1H,s), 9.25(1H,s), 8.90(1H,s), 8.78(1H,s), 8.67(1H,s), 8.40(1H,s), 8.30(1H,s), 8.10(1H,s), 7.8... Reactants: C(C)(=O)OC[C@@H]1[C@@H](OCC2=CC=CC=C2)[C@H](OCC2=CC=CC=C2)[C@H](O1)[C@H](OCC1=CC=CC=C1)COC(C)=O (2,5-anhydro-3,4,6-tris-O-(phenylmethyl)-D-glycero-D-manno-heptitol 1,7-diacetate), ethanolic solution, [O-]CC.[Na+] (sodium ethoxide), C(C)(=O)O (acetic acid). The solvent is C(C)O (ethanol). Reaction conditions: time 1 hour. Yields the product C1(=CC=CC=C1)CO[C@@H]1[C@@H](CO)O[C@@H]([C@H]1OCC1=CC=CC=C1)[C@H](OCC1=CC=CC=C1)CO (2,5-Anhydro-3,4,6-tris-O-(phenylmethyl)-D-glycero-D-manno-heptitol). The yield is 70.6%. RXN SMILES: C([O:4][CH2:5][C@H:6]1[O:26][C@H:25]([C@@H:27]([CH2:36][O:37]C(=O)C)[O:28][CH2:29][C:30]2[CH:35]=[CH:34][CH:33]=[CH:32][CH:31]=2)[C@@H:16]([O:17][CH2:18][C:19]2[CH:24]=[CH:23][CH:22]=[CH:21][CH:20]=2)[C@@H:7]1[O:8][CH2:9][C:10]1[CH:15]=[CH:14][CH:13]=[CH:12][CH:11]=1)(=O)C.[O-]CC.[Na+].C(O)(=O)C>C(O)C>[C:10]1([CH2:9][O:8][C@H:7]2[C@H:16]([O:17][CH2:18][C:19]3[CH:20]=[CH:21][CH:22]=[CH:23][CH:24]=3)[C@@H:25]([C@@H:27]([CH2:36][OH:37])[O:28][CH2:29][C:30]3[CH:35]=[CH:34][CH:33]=[CH:32][CH:31]=3)[O:26][C@@H:6]2[CH2:5][OH:4])[CH:15]=[CH:14][CH:13]=[CH:12][CH:11]=1 |f:1.2|. Procedure details: A solution of 485 mg of 2,5-anhydro-3,4,6-tris-O-(phenylmethyl)-D-glycero-D-manno-heptitol 1,7-diacetate in 2 ml of ethanol was treated with 183 μl of an ethanolic solution of sodium ethoxide (2.4N). After 1 hour, 150 μl of glacial acetic acid was added and the mixture evaporated. The residue was taken up in ether, washed with saturated aqueous sodium bicarbonate and brine, dried and evaporated. Flash chromatography, eluting with hexane:ethyl acetate (1:1), gave 290 mg of the desired compound. The reactants are CN1CCCNCC1, CN(C)c1ccncc1, O=C(Cl)c1ccc2n1Cc1ccccc1N(C(=O)c1ccc(C3CCCCC3)cc1)C2, CCN(C(C)C)C(C)C, ClCCl. Yields the product CN1CCCN(C(=O)c2ccc3n2Cc2ccccc2N(C(=O)c2ccc(C4CCCCC4)cc2)C3)CC1. As a reaction SMILES: [CH3:41][N:42]1[CH2:43][CH2:44][NH:45][CH2:46][CH2:47][CH2:48]1.[CH3:49][N:50]([CH3:51])[c:52]1[cH:53][cH:54][n:55][cH:56][cH:57]1.[CH:1]1([c:7]2[cH:8][cH:9][c:10]([C:11](=[O:12])[N:13]3[CH2:14][c:15]4[n:16]([c:24]([C:27](=[O:28])[Cl:29])[cH:25][cH:26]4)[CH2:17][c:18]4[c:19]3[cH:20][cH:21][cH:22][cH:23]4)[cH:30][cH:31]2)[CH2:2][CH2:3][CH2:4][CH2:5][CH2:6]1.[CH:32]([N:33]([CH2:34][CH3:35])[CH:36]([CH3:37])[CH3:38])([CH3:39])[CH3:40].[Cl:58][CH2:59][Cl:60]>>[CH:1]1([c:7]2[cH:8][cH:9][c:10]([C:11](=[O:12])[N:13]3[CH2:14][c:15]4[n:16]([c:24]([C:27](=[O:28])[N:45]5[CH2:44][CH2:43][N:42]([CH3:41])[CH2:48][CH2:47][CH2:46]5)[cH:25][cH:26]4)[CH2:17][c:18]4[c:19]3[cH:20][cH:21][cH:22][cH:23]4)[cH:30][cH:31]2)[CH2:2][CH2:3][CH2:4][CH2:5][CH2:6]1. The reactants are FC=1C(=CC(=C(C(=O)O)C1)N1N=CC=N1)C (5-fluoro-4-methyl-2-(2H-1,2,3-triazol-2-yl)benzoic acid), C[C@H]1[C@H](NCCC1)CN1C(C2=CC=CC=C2C1=O)=O (2-(((2S,3R)-3-methylpiperidin-2-yl)methyl)isoindoline-1,3-dione), ClC1=NC=C(C=C1)C(F)(F)F (2-chloro-5-(trifluoromethyl)pyridine). The product is FC=1C(=CC(=C(C1)C(=O)N1[C@@H]([C@@H](CCC1)C)CNC1=NC=C(C=C1)C(F)(F)F)N1N=CC=N1)C ((5-Fluoro-4-methyl-2-(2H-1,2,3-triazol-2-yl)phenyl)((2S,3R)-3-methyl-2-(((5-(trifluoromethyl)pyridin-2-yl)amino)methyl)piperidin-1-yl)methanone). As a reaction SMILES: [F:1][C:2]1[C:3]([CH3:16])=[CH:4][C:5]([N:11]2[N:15]=[CH:14][CH:13]=[N:12]2)=[C:6]([CH:10]=1)[C:7]([OH:9])=O.[CH3:17][C@@H:18]1[CH2:23][CH2:22][CH2:21][NH:20][C@@H:19]1[CH2:24][N:25]1C(=O)C2C(=CC=CC=2)C1=O.Cl[C:37]1[CH:42]=[CH:41][C:40]([C:43]([F:46])([F:45])[F:44])=[CH:39][N:38]=1>>[F:1][C:2]1[C:3]([CH3:16])=[CH:4][C:5]([N:11]2[N:15]=[CH:14][CH:13]=[N:12]2)=[C:6]([C:7]([N:20]2[CH2:21][CH2:22][CH2:23][C@@H:18]([CH3:17])[C@H:19]2[CH2:24][NH:25][C:37]2[CH:42]=[CH:41][C:40]([C:43]([F:46])([F:45])[F:44])=[CH:39][N:38]=2)=[O:9])[CH:10]=1. Procedure details: The title compound was prepared following the same general protocol as described in Example A318, using 5-fluoro-4-methyl-2-(2H-1,2,3-triazol-2-yl)benzoic acid, 2-(((2S,3R)-3-methylpiperidin-2-yl)methyl)isoindoline-1,3-dione and 2-chloro-5-(trifluoromethyl)pyridine. ESI-MS (m/z): 477 (M+H). The reactants are [OH-].[Na+] (NaOH), Cl.ClC1=C(CCl)C=CC=N1 (2-Chloronicotinyl chloride hydrochloride), N1=CC=CC=C1 (pyridine), COC1=CC=C(C=C1)N (4-anisidine). The solvent is CCOC(=O)C (EtOAc), C(Cl)(Cl)Cl (chloroform). Run at time 0.5 hour. The product is ClC1=NC=CC=C1C(=O)NC1=CC=C(C=C1)OC (2-chloro-N-(4-methoxyphenyl)pyridine-3-carboxamide). Isolated yield 60.0%. Reaction SMILES: Cl.[Cl:2][C:3]1[N:10]=[CH:9][CH:8]=[CH:7][C:4]=1[CH2:5]Cl.N1C=CC=CC=1.[CH3:17][O:18][C:19]1[CH:24]=[CH:23][C:22]([NH2:25])=[CH:21][CH:20]=1.[OH-:26].[Na+]>C(Cl)(Cl)Cl.CCOC(C)=O>[Cl:2][C:3]1[C:4]([C:5]([NH:25][C:22]2[CH:23]=[CH:24][C:19]([O:18][CH3:17])=[CH:20][CH:21]=2)=[O:26])=[CH:7][CH:8]=[CH:9][N:10]=1 |f:0.1,4.5|. Procedure: 2-Chloronicotinyl chloride hydrochloride (2.94 g, 16.5 mmol) was added in portions to a solution of pyridine (4.0 mL) and 4-anisidine (2.0 g, 16.2 mmol) in chloroform. After 0.5 h, the mixture was poured into EtOAc and 1 N NaOH. The organic layer was washed with 1 N NaOH (1×), water (1×), dried over potassium carbonate, and concentrated. The residue was purified by recrystallization (EtOAc:hexanes) yielding 2.56 g (60%) of the title compound. Starting materials: C(CCC)OC1=C(C=CC2=CC=C(C=C12)C=C1C(NC(S1)=S)=O)C#N (1-butoxy-7-(4-oxo-2-thioxo-thiazolidin-5-ylidenemethyl)-naphthalene-2-carbonitrile), C(C)#N (acetonitrile), IC (iodomethane), C(C)(C)N(CC)C(C)C (DIEA). Yields the product C(CCC)OC1=C(C=NC2=CC=C(C=C12)C=C1C(N=C(S1)SC)=O)C#N (4-butoxy-6-(2-methylsulfanyl-4-oxo-4H-thiazol-5-ylidenemethyl)-quinoline-3-carbonitrile). As a reaction SMILES: [CH2:1]([O:5][C:6]1[C:15]2[C:10](=[CH:11][CH:12]=[C:13]([CH:16]=[C:17]3[S:21][C:20](=[S:22])[NH:19][C:18]3=[O:23])[CH:14]=2)C=CC=1C#N)[CH2:2][CH2:3][CH3:4].I[CH3:27].[CH:28]([N:31](C(C)C)CC)(C)C.[C:37](#[N:39])[CH3:38]>>[CH2:1]([O:5][C:6]1[C:15]2[C:10](=[CH:11][CH:12]=[C:13]([CH:16]=[C:17]3[S:21][C:20]([S:22][CH3:27])=[N:19][C:18]3=[O:23])[CH:14]=2)[N:39]=[CH:37][C:38]=1[C:28]#[N:31])[CH2:2][CH2:3][CH3:4]. Procedure details: Similar procedure as described in example 41b was used, starting from 1-butoxy-7-(4-oxo-2-thioxo-thiazolidin-5-ylidenemethyl)-naphthalene-2-carbonitrile (example 79c), iodomethane, and DIEA (diisopropylethylamine) in acetonitrile to give 4-butoxy-6-(2-methylsulfanyl-4-oxo-4H-thiazol-5-ylidenemethyl)-quinoline-3-carbonitrile. LC-MS m/e 384 (MH+).